Task: describe an organic reaction: reactants, conditions, products, and yield. Dataset: the Open Reaction Database (ORD), a public repository of structured organic reaction records The reactants are ClC(C1=CC=C2C=CC=NC2=C1)C1=CC=CC=C1 (7-[chlorophenylmethyl]quinoline), N1C=NC=C1 (1H-imidazole). The solvent is CN(C=O)C (N,N-dimethylformamide). Run at temperature 80 celsius, time 6 hour. The product is N1(C=NC=C1)C(C1=CC=C2C=CC=NC2=C1)C1=CC=CC=C1 (7-[(1H-imidazol-1yl)phenylmethyl]quinoline). Isolated yield 33.2%. As a reaction SMILES: Cl[CH:2]([C:13]1[CH:18]=[CH:17][CH:16]=[CH:15][CH:14]=1)[C:3]1[CH:12]=[C:11]2[C:6]([CH:7]=[CH:8][CH:9]=[N:10]2)=[CH:5][CH:4]=1.[NH:19]1[CH:23]=[CH:22][N:21]=[CH:20]1>CN(C)C=O>[N:19]1([CH:2]([C:13]2[CH:18]=[CH:17][CH:16]=[CH:15][CH:14]=2)[C:3]2[CH:12]=[C:11]3[C:6]([CH:7]=[CH:8][CH:9]=[N:10]3)=[CH:5][CH:4]=2)[CH:23]=[CH:22][N:21]=[CH:20]1. Reported procedure: A mixture of 3.4 parts of 7-[chlorophenylmethyl]quinoline, 4.5 parts of 1H-imidazole and 72 parts of N,N-dimethylformamide was stirred for 6 hours at 80° C. The reaction mixture was evaporated to dry and the residue was taken up in water. The product was extracted three times with 65 parts of dichloromethane. The combined extracts were dried, filtered and evaporated. The residue was purified by column chromatography over silica gel using a mixture of dichloromethane and methanol (95:5 by volume)... The reactants are O (water), C([O-])([O-])=O.[K+].[K+] (potassium carbonate), C(C1=CC=CC=C1)OC=1C=C(C=CC1)S (3-Benzyloxybenzenethiol), ClC1=C(C=O)C=CC(=C1)F (2-chloro-4-fluorobenzaldehyde), O (water). Solvent: CN(C=O)C (dimethylformamide), CN(C=O)C (dimethylformamide), ice water. The product is C(C1=CC=CC=C1)OC=1C=C(C=CC1)SC1=CC(=C(C=O)C=C1)Cl (4-(3-Benzyloxyphenylthio)-2-chlorobenzaldehyde). Reaction SMILES: [CH2:1]([O:8][C:9]1[CH:10]=[C:11]([SH:15])[CH:12]=[CH:13][CH:14]=1)[C:2]1[CH:7]=[CH:6][CH:5]=[CH:4][CH:3]=1.[Cl:16][C:17]1[CH:24]=[C:23](F)[CH:22]=[CH:21][C:18]=1[CH:19]=[O:20].C(=O)([O-])[O-].[K+].[K+].O>CN(C)C=O>[CH2:1]([O:8][C:9]1[CH:10]=[C:11]([S:15][C:23]2[CH:22]=[CH:21][C:18]([CH:19]=[O:20])=[C:17]([Cl:16])[CH:24]=2)[CH:12]=[CH:13][CH:14]=1)[C:2]1[CH:3]=[CH:4][CH:5]=[CH:6][CH:7]=1 |f:2.3.4|. Procedure details: 3-Benzyloxybenzenethiol (13) (75.0 g, 347 mmol) and 2-chloro-4-fluorobenzaldehyde (55.0 g, 347 mmol) were dissolved in dimethylformamide (DMF) (350 mL) while the solution was being stirred. The solution was then placed in a water bath at 30° C. and potassium carbonate (62.3 g, 451 mmol) and dimethylformamide (25 mL) were added. This mixture was stirred for 30 min at an internal temperature of 40 to 42° C. Tap water (125 mL) was then added and the mixture was cooled in ice water. To the cooled mi... Solvent: C1CCOC1 (THF). Conditions: temperature 50 celsius, time 4 hour. Reactants: C=P(C1=CC=CC=C1)(C1=CC=CC=C1)C1=CC=CC=C1 (methylenetriphenyl phosphorane), [H-].[Na+] (NaH), C(=O)(O)[O-].[Na+] (NaHCO3), C(C)(C)(C)OC(=O)N1[C@@H](CC(C1)=O)C(=O)O ((2S)-4-Oxo-pyrrolidine-1,2-dicarboxylic acid 1-tert-butyl ester). Yield: 72.0%. Reagents/catalysts: [Br-].C[P+](C1=CC=CC=C1)(C1=CC=CC=C1)C1=CC=CC=C1 (methyltriphenyl-phosphonium bromide). As a reaction SMILES: [CH2:1]=P(C1C=CC=CC=1)(C1C=CC=CC=1)C1C=CC=CC=1.[H-].[Na+].[C:23]([O:27][C:28]([N:30]1[CH2:34][C:33](=O)[CH2:32][C@H:31]1[C:36]([OH:38])=[O:37])=[O:29])([CH3:26])([CH3:25])[CH3:24].C([O-])(O)=O.[Na+]>[Br-].C[P+](C1C=CC=CC=1)(C1C=CC=CC=1)C1C=CC=CC=1.C1COCC1>[C:23]([O:27][C:28]([N:30]1[CH2:34][C:33](=[CH2:1])[CH2:32][C@H:31]1[C:36]([OH:38])=[O:37])=[O:29])([CH3:26])([CH3:25])[CH3:24] |f:1.2,4.5,6.7|. Yields the product C(C)(C)(C)OC(=O)N1[C@@H](CC(C1)=C)C(=O)O ((2S)-4-Methylene-pyrrolidine-1,2-dicarboxylic acid 1-tert-butyl ester). Reported procedure: To a solution of methylenetriphenyl phosphorane, previously prepared from 37 g (777 mmol, 50% NaH in mineral oil, 4 eq) and 277.6 g (777 mmol, 4 eq) methyltriphenyl-phosphonium bromide in 1.51 THF by stirring at 50° C. for 4 h, were added 44.5 g (194 mmol, 1 eq) (2S)-4-Oxo-pyrrolidine-1,2-dicarboxylic acid 1-tert-butyl ester in 300 ml over a period of 30 min at RT. The suspension was stirred at 50° C. over night. After cooling to RT the suspension was added to a 5% NaHCO3 solution, washed with e... Yields the product ClC=1C=C(C=CC1)C1=NOC(=C1COC1=NC=C(C(=O)NC2CC2)C=C1)C (6-[3-(3-Chloro-phenyl)-5-methyl-isoxazol-4-ylmethoxy]-N-cyclopropyl-nicotinamide). As a reaction SMILES: [Cl:1][C:2]1[CH:3]=[C:4]([C:8]2[C:12]([CH2:13][O:14][C:15]3[CH:23]=[CH:22][C:18]([C:19]([OH:21])=O)=[CH:17][N:16]=3)=[C:11]([CH3:24])[O:10][N:9]=2)[CH:5]=[CH:6][CH:7]=1.[CH:25]1([NH2:28])[CH2:27][CH2:26]1>>[Cl:1][C:2]1[CH:3]=[C:4]([C:8]2[C:12]([CH2:13][O:14][C:15]3[CH:23]=[CH:22][C:18]([C:19]([NH:28][CH:25]4[CH2:27][CH2:26]4)=[O:21])=[CH:17][N:16]=3)=[C:11]([CH3:24])[O:10][N:9]=2)[CH:5]=[CH:6][CH:7]=1. Starting materials: ClC=1C=C(C=CC1)C1=NOC(=C1COC1=NC=C(C(=O)O)C=C1)C (6-[3-(3-chloro-phenyl)-5-methyl-isoxazol-4-ylmethoxy]-nicotinic acid), C1(CC1)N (cyclopropylamine). Procedure details: As described for example 98b, 6-[3-(3-chloro-phenyl)-5-methyl-isoxazol-4-ylmethoxy]-nicotinic acid (69 mg, 0.2 mmol) was converted, using cyclopropylamine instead of 2,2,2-trifluoroethylamine, to the title compound (55 mg, 72%) which was obtained as a white solid. MS: m/e=384.0 [M+H]+. Isolated yield 72.0%.